From a dataset of the Open Reaction Database (ORD), a public repository of structured organic reaction records. describe an organic reaction: reactants, conditions, products, and yield The reactants are O=C(c1ccccc1)c1ccccn1, ClCCl, Cc1ccc(S(=O)(=O)ON)cc1. Product: N[n+]1ccccc1C(=O)c1ccccc1, Cc1ccc(S(=O)(=O)[O-])cc1. RXN SMILES: [C:1]([c:2]1[cH:3][cH:4][cH:5][cH:6][cH:7]1)(=[O:8])[c:9]1[n:10][cH:11][cH:12][cH:13][cH:14]1.[Cl:27][CH2:28][Cl:29].[c:15]1([CH3:26])[cH:16][cH:17][c:18]([S:21](=[O:22])(=[O:23])[O:24][NH2:25])[cH:19][cH:20]1>>[C:1]([c:2]1[cH:3][cH:4][cH:5][cH:6][cH:7]1)(=[O:8])[c:9]1[n+:10]([NH2:25])[cH:11][cH:12][cH:13][cH:14]1.[c:15]1([CH3:26])[cH:16][cH:17][c:18]([S:21](=[O:22])(=[O:23])[O-:24])[cH:19][cH:20]1. Reactants: C(C)(C)(C)OC(=O)NN=CC(C)(C)C (N′-(2,2-Dimethyl-propylidene)-hydrazinecarboxylic acid tert-butyl ester), C(C=C)[Si@@]1(OC([C@H](N1C)C)C1=CC=CC=C1)Cl ((R,R)-2-Allyl-2-chloro-3,4-dimethyl-5-phenyl-[1,3,2]oxazasilolidine). Solvent: C(Cl)Cl (methylene chloride). Reaction conditions: temperature 0 celsius, time 6 hour. The product is C(C)(C)(C)OC(=O)NN[C@@H](CC=C)C(C)(C)C ((S)—N′-(1-tert-butyl-but-3-enyl)-hydrazinecarboxylic acid tert-butyl ester), oil. The yield is 24.4%. Reaction SMILES: [C:1]([O:5][C:6]([NH:8][N:9]=[CH:10][C:11]([CH3:14])([CH3:13])[CH3:12])=[O:7])([CH3:4])([CH3:3])[CH3:2].[CH2:15]([Si@@]1(Cl)N(C)[C@H](C)C(C2C=CC=CC=2)O1)[CH:16]=[CH2:17]>C(Cl)Cl>[C:1]([O:5][C:6]([NH:8][NH:9][C@H:10]([C:11]([CH3:14])([CH3:13])[CH3:12])[CH2:17][CH:16]=[CH2:15])=[O:7])([CH3:4])([CH3:3])[CH3:2]. Reported procedure: N′-(2,2-Dimethyl-propylidene)-hydrazinecarboxylic acid tert-butyl ester (12 g, 59.9 mmoles) was charged to a dried, 3-neck, 1 L round bottom flask with thermometer, magnetic stirrer, and nitrogen atmosphere Anhydrous methylene chloride (200 mL) was charged to the flask using a catheter. The mixture was chilled to 0° C. with an ice bath. (R,R)-2-Allyl-2-chloro-3,4-dimethyl-5-phenyl-[1,3,2]oxazasilolidine (24.07 g, 89.87 mmoles) was subsequently added to the flask under inert conditions. Within mi...